This data is from the Open Reaction Database (ORD), a public repository of structured organic reaction records. The task is: describe an organic reaction: reactants, conditions, products, and yield The reactants are C=C(Oc1ccccc1OC)C(=O)OC, C1CCOC1, O. The product is C=C(Oc1ccccc1OC)C(=O)O. As a reaction SMILES: [CH3:1][O:2][c:3]1[c:4]([O:9][C:10]([C:11](=[O:12])[O:13][CH3:14])=[CH2:15])[cH:5][cH:6][cH:7][cH:8]1.[O:17]1[CH2:18][CH2:19][CH2:20][CH2:21]1.[OH2:16]>>[CH3:1][O:2][c:3]1[c:4]([O:9][C:10]([C:11](=[O:12])[OH:13])=[CH2:15])[cH:5][cH:6][cH:7][cH:8]1.